From a dataset of the Open Reaction Database (ORD), a public repository of structured organic reaction records. describe an organic reaction: reactants, conditions, products, and yield Reactants: CC(=O)O[BH-](OC(C)=O)OC(C)=O, COc1cc(N2CCNCC2)c2ncccc2c1, Cc1ccccc1, ClCCl, O=C1CCN(c2ccc(F)c3cccnc23)CC1, [K+], [Na+], [OH-]. Product: COc1cc(N2CCN(C3CCN(c4ccc(F)c5cccnc45)CC3)CC2)c2ncccc2c1. Reaction SMILES: [C:1]([O:2][BH-:3]([O:4][C:5](=[O:6])[CH3:7])[O:8][C:9](=[O:10])[CH3:11])(=[O:12])[CH3:13].[CH3:15][O:16][c:17]1[cH:18][c:19]2[cH:20][cH:21][cH:22][n:23][c:24]2[c:25]([N:27]2[CH2:28][CH2:29][NH:30][CH2:31][CH2:32]2)[cH:26]1.[CH3:56][c:57]1[cH:58][cH:59][cH:60][cH:61][cH:62]1.[Cl:53][CH2:54][Cl:55].[F:33][c:34]1[c:35]2[cH:36][cH:37][cH:38][n:39][c:40]2[c:41]([N:44]2[CH2:45][CH2:46][C:47](=[O:50])[CH2:48][CH2:49]2)[cH:42][cH:43]1.[K+:52].[Na+:14].[OH-:51]>>[CH3:15][O:16][c:17]1[cH:18][c:19]2[cH:20][cH:21][cH:22][n:23][c:24]2[c:25]([N:27]2[CH2:28][CH2:29][N:30]([CH:47]3[CH2:46][CH2:45][N:44]([c:41]4[c:40]5[c:35]([c:34]([F:33])[cH:43][cH:42]4)[cH:36][cH:37][cH:38][n:39]5)[CH2:49][CH2:48]3)[CH2:31][CH2:32]2)[cH:26]1. The reactants are C(C1=CC=CC=C1)NCCC(=O)OCC (ethyl 3-(benzylamino)propanoate), ClC1=C(C=C(C=C1)S(=O)(=O)N)[N+](=O)[O-] (4-chloro-3-nitrobenzenesulfonamide). The product is C(C)OC(CCN(CC1=CC=CC=C1)C(CC12CC3CC(CC(C1)C3)C2)=O)=O (3-[(2-adamantan-1-yl-acetyl)-benzyl-amino]-propionic Acid Ethyl Ester). Reaction SMILES: [CH2:1]([NH:8][CH2:9][CH2:10][C:11]([O:13][CH2:14][CH3:15])=[O:12])[C:2]1[CH:7]=[CH:6][CH:5]=[CH:4][CH:3]=1.Cl[C:17]1[CH:22]=[CH:21][C:20](S(N)(=O)=O)=[CH:19][C:18]=1[N+]([O-])=O>>[CH2:14]([O:13][C:11](=[O:12])[CH2:10][CH2:9][N:8]([C:11](=[O:12])[CH2:10][C:22]12[CH2:21][CH:20]3[CH2:1][CH:2]([CH2:7][CH:18]([CH2:19]3)[CH2:17]1)[CH2:3]2)[CH2:1][C:2]1[CH:7]=[CH:6][CH:5]=[CH:4][CH:3]=1)[CH3:15]. Procedure details: The title compound was prepared by substituting 1-adamantaneacetic acid for EXAMPLE 1A and ethyl 3-(benzylamino)propanoate for 4-chloro-3-nitrobenzenesulfonamide in EXAMPLE 1B. The reactants are C(=O)(OC(C)(C)C)C(CCCCO)(O)N.OC(=O)C(C)C1=CC(C(=O)C2=CC=CC=C2)=CC=C1 (Boc-amino-1,5-pentanediol ketoprofen), Cl.C(C)(=O)OCC (hydrochloric acid ethyl acetate), CCCCCC (Hexane). Solvent: ClCCl (dichloromethane). Run at time 3 hour. The product is NC(CO)CCCO.Cl.OC(=O)C(C)C1=CC(C(=O)C2=CC=CC=C2)=CC=C1 (2-amino-1,5-pentanediol ketoprofen Hydrochloride). Isolated yield 98.0%. RXN SMILES: [C:1]([C:8]([NH2:15])(O)[CH2:9]CCCO)(OC(C)(C)C)=[O:2].[OH:16][C:17]([CH:19]([C:21]1[CH:34]=[CH:33][CH:32]=[C:23]([C:24]([C:26]2[CH:31]=[CH:30][CH:29]=[CH:28][CH:27]=2)=[O:25])[CH:22]=1)[CH3:20])=[O:18].[ClH:35].C([O:39][CH2:40][CH3:41])(=O)C.CCCCCC>ClCCl>[NH2:15][CH:8]([CH2:9][CH2:41][CH2:40][OH:39])[CH2:1][OH:2].[ClH:35].[OH:18][C:17]([CH:19]([C:21]1[CH:34]=[CH:33][CH:32]=[C:23]([C:24]([C:26]2[CH:27]=[CH:28][CH:29]=[CH:30][CH:31]=2)=[O:25])[CH:22]=1)[CH3:20])=[O:16] |f:0.1,2.3,6.7.8|. Procedure: The Boc-amino-1,5-pentanediol-ketoprofen (1.95 mmol) obtained above was dissolved in dichloromethane (1 ml), and 4 N hydrochloric acid/ethyl acetate (4 ml) was added thereto under ice-cooling, followed by stirring for 3 hours while gradually returning to room temperature. Hexane was added to the reaction solution, and the thus formed white precipitate was centrifuged. The thus obtained precipitate was dried under reduced pressure to give the titled compound (1.20 g, yield 98%). The structure was...